This data is from the Open Reaction Database (ORD), a public repository of structured organic reaction records. The task is: describe an organic reaction: reactants, conditions, products, and yield The reactants are [Br-], CCCC[N+](CCCC)(CCCC)CCCC, CCCCCC, COc1ccc(I)cc1, [K+], CC(=O)[O-], CC(=O)[O-], CC(=O)[O-], N#CC=Cc1ccc2c(c1)OCO2, CN(C)C=O, [Pd+2]. The product is COc1ccc(C(=CC#N)c2ccc3c(c2)OCO3)cc1. RXN SMILES: [Br-:33].[CH3:34][CH2:35][CH2:36][CH2:37][N+:38]([CH2:39][CH2:40][CH2:41][CH3:42])([CH2:43][CH2:44][CH2:45][CH3:46])[CH2:47][CH2:48][CH2:49][CH3:50].[CH3:60][CH2:61][CH2:62][CH2:63][CH2:64][CH3:65].[I:14][c:15]1[cH:16][cH:17][c:18]([O:21][CH3:22])[cH:19][cH:20]1.[K+:27].[O-:23][C:24]([CH3:25])=[O:26].[O-:52][C:53]([CH3:54])=[O:55].[O-:56][C:57]([CH3:58])=[O:59].[O:1]1[CH2:2][O:3][c:4]2[c:5]1[cH:6][cH:7][c:8]([CH:10]=[CH:11][C:12]#[N:13])[cH:9]2.[O:28]=[CH:29][N:30]([CH3:31])[CH3:32].[Pd+2:51]>>[O:1]1[CH2:2][O:3][c:4]2[c:5]1[cH:6][cH:7][c:8]([C:10](=[CH:11][C:12]#[N:13])[c:15]1[cH:16][cH:17][c:18]([O:21][CH3:22])[cH:19][cH:20]1)[cH:9]2. Reactants: CC(CO)=C(C)c1ccc(Br)cc1, CCOC(=O)C(Cc1ccc(O)cc1)OCC. Product: CCOC(=O)C(Cc1ccc(OCC(C)=C(C)c2ccc(Br)cc2)cc1)OCC. RXN SMILES: [Br:1][c:2]1[cH:3][cH:4][c:5]([C:8](=[C:9]([CH2:10][OH:11])[CH3:12])[CH3:13])[cH:6][cH:7]1.[CH2:14]([CH3:15])[O:16][CH:17]([C:18](=[O:19])[O:20][CH2:21][CH3:22])[CH2:23][c:24]1[cH:25][cH:26][c:27]([OH:30])[cH:28][cH:29]1>>[Br:1][c:2]1[cH:3][cH:4][c:5]([C:8](=[C:9]([CH2:10][O:11][c:27]2[cH:26][cH:25][c:24]([CH2:23][CH:17]([O:16][CH2:14][CH3:15])[C:18](=[O:19])[O:20][CH2:21][CH3:22])[cH:29][cH:28]2)[CH3:12])[CH3:13])[cH:6][cH:7]1. The reactants are C(Cl)(Cl)Cl (chloroform), COC=1C=C(C=O)C=CC1 (3-methoxybenzaldehyde), [OH-].[K+] (potassium hydroxide). The solvent is CN(C)C=O (DMF), CO (methanol). Conditions: temperature 0 celsius, time 3 hour. Yields the product ClC(C(O)C1=CC(=CC=C1)OC)(Cl)Cl (2,2,2-Trichloro-1-(3-methoxyphenyl)ethanol). As a reaction SMILES: [CH:1]([Cl:4])([Cl:3])[Cl:2].[CH3:5][O:6][C:7]1[CH:8]=[C:9]([CH:12]=[CH:13][CH:14]=1)[CH:10]=[O:11].[OH-].[K+]>CN(C=O)C.CO>[Cl:2][C:1]([Cl:4])([Cl:3])[CH:10]([C:9]1[CH:12]=[CH:13][CH:14]=[C:7]([O:6][CH3:5])[CH:8]=1)[OH:11] |f:2.3|. Procedure: To a solution of 1.8 mL (22.5 mmol) of chloroform in 10 mL DMF was added 1.4 g (10 mmol) of 3-methoxybenzaldehyde. The reaction mixture was chilled to 0° C. and a solution of 0.40 g (7 mmol) of potassium hydroxide in 1.8 mL of methanol was added. The reaction mixture was stirred for 3 h at 0° C., then quenched by addition of 1 mL of 1 N hydrochloric acid. The reaction mixture was adjusted to pH=7, then extracted with EtOAc. The organic layers were washed with brine, dried (Na2SO4), filtered and ... The reactants are COC1=C2C(=CC(=NC2=C(C=C1OC)NCCCC(C)N1C(C=2C(C1=O)=CC=CC2)=O)C)C (5,6-dimethoxy-2,4-dimethyl-8-[(4-phthalimidopentyl)-amino]quinoline), NN (hydrazine), P(O)(O)(O)=O (phosphoric acid), NN (hydrazine). Solvent: C(C)O (ethanol), C(C)O (ethanol), C(C)O (ethanol). Yields the product P(=O)(O)(O)O.NC(CCCNC=1C=C(C(=C2C(=CC(=NC12)C)C)OC)OC)C (8-[(4-Aminopentyl)amino]-5,6-dimethoxy-2,4-dimethylquinoline Phosphate). As a reaction SMILES: [CH3:1][O:2][C:3]1[C:12]([O:13][CH3:14])=[CH:11][C:10]([NH:15][CH2:16][CH2:17][CH2:18][CH:19]([N:21]2C(=O)C3=CC=CC=C3C2=O)[CH3:20])=[C:9]2[C:4]=1[C:5]([CH3:33])=[CH:6][C:7]([CH3:32])=[N:8]2.NN.[P:36](=[O:40])([OH:39])([OH:38])[OH:37]>C(O)C>[P:36]([OH:40])([OH:39])([OH:38])=[O:37].[NH2:21][CH:19]([CH3:20])[CH2:18][CH2:17][CH2:16][NH:15][C:10]1[CH:11]=[C:12]([O:13][CH3:14])[C:3]([O:2][CH3:1])=[C:4]2[C:9]=1[N:8]=[C:7]([CH3:32])[CH:6]=[C:5]2[CH3:33] |f:4.5|. Reported procedure: A solution of 5,6-dimethoxy-2,4-dimethyl-8-[(4-phthalimidopentyl)-amino]quinoline (12.7 g, 28 mmole) in ethanol (270 ml) containing 75% hydrazine (5.6 g, 84 mmole) was refluxed for 18 hr. An additional portion of 75% hydrazine (1.0 g, 15 mmole) was added and the mixture was refluxed for 1 hr more. Following the usual work-up, the base was isolated as a yellow-orange oil. The oil was dissolved in ethanol (30 ml) and treated dropwise with 0.90 equiv (27.8 ml) of 1 M phosphoric acid in ethanol. The... Reaction conditions: time 16 hour. Reaction SMILES: [CH3:1][O:2][C:3]1[CH:4]=[C:5]([O:21][C:22]2[CH:23]=[N:24][C:25]([CH2:28][O:29][CH3:30])=[CH:26][CH:27]=2)[CH:6]=[C:7]2[C:11]=1[NH:10][C:9]([C:12]1[S:13][CH:14]([CH2:17][C:18](O)=[O:19])[CH2:15][N:16]=1)=[CH:8]2.Cl.[CH2:32]([N:34]=C=NCCCN(C)C)[CH3:33].O.ON1C2C=CC=CC=2N=N1.O1CCCC1.C(N)C>CN(C)C=O>[CH2:32]([NH:34][C:18](=[O:19])[CH2:17][CH:14]1[S:13][C:12]([C:9]2[NH:10][C:11]3[C:7]([CH:8]=2)=[CH:6][C:5]([O:21][C:22]2[CH:23]=[N:24][C:25]([CH2:28][O:29][CH3:30])=[CH:26][CH:27]=2)=[CH:4][C:3]=3[O:2][CH3:1])=[N:16][CH2:15]1)[CH3:33] |f:1.2,3.4,5.6|. Reactants: COC=1C=C(C=C2C=C(NC12)C=1SC(CN1)CC(=O)O)OC=1C=NC(=CC1)COC ([2-(7-methoxy-5-{[6-(methoxymethyl)pyridin-3-yl]oxy}-1H-indol-2-yl)-4,5-dihydro-1,3-thiazol-5-yl]acetic acid), Cl.C(C)N=C=NCCCN(C)C (N-ethyl-N′-(3-dimethylaminopropyl)carbodiimide hydrochloride), O.ON1N=NC2=C1C=CC=C2 (1-hydroxybenzotriazole monohydrate), O1CCCC1.C(C)N (ethylamine tetrahydrofuran). Solvent: CN(C=O)C (N,N-dimethylformamide). Isolated yield 69.6%. Reported procedure: A mixture of [2-(7-methoxy-5-{[6-(methoxymethyl)pyridin-3-yl]oxy}-1H-indol-2-yl)-4,5-dihydro-1,3-thiazol-5-yl]acetic acid (300 mg), N-ethyl-N′-(3-dimethylaminopropyl)carbodiimide hydrochloride (268 mg), 1-hydroxybenzotriazole monohydrate (214 mg), 2M ethylamine tetrahydrofuran solution (0.7 mL) and N,N-dimethylformamide (10 mL) was stirred at room temperature for 16 h. The mixture was concentrated under reduced pressure. The residue was dissolved in water and the mixture was extracted with ethyl... The product is C(C)NC(CC1CN=C(S1)C=1NC2=C(C=C(C=C2C1)OC=1C=NC(=CC1)COC)OC)=O (N-Ethyl-2-[2-(7-methoxy-5-{[6-(methoxymethyl)pyridin-3-yl]oxy}-1H-indol-2-yl)-4,5-dihydro-1,3-thiazol-5-yl]acetamide). The reactants are OCCc1ccc(C(F)(F)F)cc1, CCOC(=O)N=NC(=O)OCC, COc1ccc(C=O)cc1O, C1CCOC1, c1ccc(P(c2ccccc2)c2ccccc2)cc1. Product: COc1ccc(C=O)cc1OCCc1ccc(C(F)(F)F)cc1. RXN SMILES: [F:13][C:14]([c:15]1[cH:16][cH:17][c:18]([CH2:21][CH2:22][OH:23])[cH:19][cH:20]1)([F:24])[F:25].[O:1]=[C:2]([O:3][CH2:4][CH3:5])[N:6]=[N:7][C:8]([O:9][CH2:10][CH3:11])=[O:12].[O:26]=[CH:27][c:28]1[cH:29][c:30]([OH:31])[c:32]([O:33][CH3:34])[cH:35][cH:36]1.[O:56]1[CH2:57][CH2:58][CH2:59][CH2:60]1.[c:37]1([P:38]([c:39]2[cH:40][cH:41][cH:42][cH:43][cH:44]2)[c:45]2[cH:46][cH:47][cH:48][cH:49][cH:50]2)[cH:51][cH:52][cH:53][cH:54][cH:55]1>>[F:13][C:14]([c:15]1[cH:16][cH:17][c:18]([CH2:21][CH2:22][O:23][c:30]2[cH:29][c:28]([CH:27]=[O:26])[cH:36][cH:35][c:32]2[O:33][CH3:34])[cH:19][cH:20]1)([F:24])[F:25]. Reactants: NC1=C2N=C(N(C2=NC(=N1)S)CC1=CC=CC=C1)O (6-amino-9-benzyl-8-hydroxy-2-mercaptopurine), C([O-])([O-])=O.[K+].[K+] (potassium carbonate), ClCCN1CCOCC1 (4-(2-chloroethyl)morpholine). Solvent: CN(C=O)C (dimethylformamide). Reaction conditions: time 8 hour. The product is NC1=C2N=C(N(C2=NC(=N1)SCCN1CCOCC1)CC1=CC=CC=C1)O (6-Amino-9-benzyl-8-hydroxy-2-(2-morpholinoethyl)thiopurine). The yield is 18.0%. Reaction SMILES: [NH2:1][C:2]1[N:10]=[C:9]([SH:11])[N:8]=[C:7]2[C:3]=1[N:4]=[C:5]([OH:19])[N:6]2[CH2:12][C:13]1[CH:18]=[CH:17][CH:16]=[CH:15][CH:14]=1.C(=O)([O-])[O-].[K+].[K+].Cl[CH2:27][CH2:28][N:29]1[CH2:34][CH2:33][O:32][CH2:31][CH2:30]1>CN(C)C=O>[NH2:1][C:2]1[N:10]=[C:9]([S:11][CH2:27][CH2:28][N:29]2[CH2:34][CH2:33][O:32][CH2:31][CH2:30]2)[N:8]=[C:7]2[C:3]=1[N:4]=[C:5]([OH:19])[N:6]2[CH2:12][C:13]1[CH:18]=[CH:17][CH:16]=[CH:15][CH:14]=1 |f:1.2.3|. Reported procedure: Crude 6-amino-9-benzyl-8-hydroxy-2-mercaptopurine (134 mg, 0.49 mmol) was suspended in dimethylformamide (65 ml). To the suspension were added potassium carbonate (100 mg, 0.72 mmol) and 4-(2-chloroethyl)morpholine (136 mg, 0.73 mmol) in order. The mixture was stirred at room temperature for 8 hours. The solvent was removed in vacuo, and the residue was purified by silica gel chromatography (8% methanol/chloroform) to give the subject compound (34 mg, yield 18%).